This data is from the Open Reaction Database (ORD), a public repository of structured organic reaction records. The task is: describe an organic reaction: reactants, conditions, products, and yield Procedure: (9aR)-Tetrahydro-2H-pyrido[1,2-a]pyrazine-1,4(3H,6H)-dione (779 mg, 4.63 mmol) was dissolved in 46 mL of THF and cooled to 0° C. LiAlH4 (352 mg, 9.57 mmol) was then added portion wise. The mixture was heated to 85° C. for 2 hours, then cooled to 0° C. The reaction was quenched with sodium sulphate decahydrate (704 mg, 9.27 mmol) and was stirred at 0° C. for 30 min. To this solution was added 1N aq. NaOH (5 mL) and the reaction mixture was stirred at 0° C. for 30 min. Then Et2O (20 mL) was added,... Isolated yield 54.2%. The reactants are [OH-].[Na+] (NaOH), C1([C@@H]2N(C(CN1)=O)CCCC2)=O ((9aR)-Tetrahydro-2H-pyrido[1,2-a]pyrazine-1,4(3H,6H)-dione), [H-].[H-].[H-].[H-].[Li+].[Al+3] (LiAlH4), O.O.O.O.O.O.O.O.O.O.S(=O)(=O)([O-])[O-].[Na+].[Na+] (sodium sulphate decahydrate), ClC(=O)OCC1=CC=CC=C1 (benzyl chloroformate). The solvent is CCOCC (Et2O), C1CCOC1 (THF). Product: C1[C@@H]2N(CCN1C(=O)OCC1=CC=CC=C1)CCCC2 (phenylmethyl (9aR)-octahydro-2H-pyrido[1,2-a]pyrazine-2-carboxylate). As a reaction SMILES: [C:1]1(=O)[NH:6][CH2:5][C:4](=O)[N:3]2[CH2:8][CH2:9][CH2:10][CH2:11][C@H:2]12.[H-].[H-].[H-].[H-].[Li+].[Al+3].O.O.O.O.O.O.O.O.O.O.S([O-])([O-])(=O)=O.[Na+].[Na+].[OH-].[Na+].Cl[C:39]([O:41][CH2:42][C:43]1[CH:48]=[CH:47][CH:46]=[CH:45][CH:44]=1)=[O:40]>C1COCC1.CCOCC>[CH2:1]1[N:6]([C:39]([O:41][CH2:42][C:43]2[CH:48]=[CH:47][CH:46]=[CH:45][CH:44]=2)=[O:40])[CH2:5][CH2:4][N:3]2[CH2:8][CH2:9][CH2:10][CH2:11][C@H:2]12 |f:1.2.3.4.5.6,7.8.9.10.11.12.13.14.15.16.17.18.19,20.21|. Conditions: temperature 0 celsius, time 30 minute. Reactants: [Mg] (magnesium), CO (methanol), CC1=C(C(N(CO1)C(C(CC(=O)[O-])=O)(C)C)=O)C1=CC=CC=C1 (4-(2,3-dihydro-6-methyl-4-oxo-5-phenyl-1,3-oxazin-3-yl)-4-methyl-3-oxo-pentanoate), CO (methanol). Conditions: temperature 60 celsius, time 1 day. Product: CC1=C(C(N(CO1)C(C(CC(C)=O)=O)(C)C)=O)C1=CC=CC=C1 (5-(2,3-dihydro-6-methyl-4-oxo-5-phenyl-1,3-oxazin-3-yl)-5-methyl-2,4-hexanedione). RXN SMILES: [Mg].[CH3:2][C:3]1[O:8][CH2:7][N:6]([C:9]([CH3:17])([CH3:16])[C:10](=[O:15])[CH2:11][C:12]([O-:14])=O)[C:5](=[O:18])[C:4]=1[C:19]1[CH:24]=[CH:23][CH:22]=[CH:21][CH:20]=1.[CH3:25]O>>[CH3:2][C:3]1[O:8][CH2:7][N:6]([C:9]([CH3:17])([CH3:16])[C:10](=[O:15])[CH2:11][C:12](=[O:14])[CH3:25])[C:5](=[O:18])[C:4]=1[C:19]1[CH:24]=[CH:23][CH:22]=[CH:21][CH:20]=1. Procedure details: A suspension of magnesium turnings (100 mg) in methanol was stirred whilst a solution of t-butyl [4-(2,3-dihydro-6-methyl-4-oxo-5-phenyl-1,3-oxazin-3-yl)-4-methyl-3-oxo-pentanoate (1.40 g) in methanol was added. The mixture was heated at 60° C. for 1 hour, cooled and evaporated. Toluene was added and the mixture re-evaporated. The residue was redissolved in toluene and a solution of acetyl chloride (300 mg) added. The mixture was stirred at 20° C. for 1 day, then hydrochloric acid (2M) added and... Reactants: COc1ccc(Br)cc1C12CC3CC(CC(C3)C1)C2, O=C([O-])[O-], COCCOC, CCOC(C)=O, O=Cc1ccc(B(O)O)cc1, [K+], [K+], O, c1ccc(P(c2ccccc2)(c2ccccc2)[Pd](P(c2ccccc2)(c2ccccc2)c2ccccc2)(P(c2ccccc2)(c2ccccc2)c2ccccc2)P(c2ccccc2)(c2ccccc2)c2ccccc2)cc1. Yields the product COc1ccc(-c2ccc(C=O)cc2)cc1C12CC3CC(CC(C3)C1)C2. Reaction SMILES: [C:1]12([c:11]3[cH:12][c:13]([Br:19])[cH:14][cH:15][c:16]3[O:17][CH3:18])[CH2:2][CH:3]3[CH2:4][CH:5]([CH2:6][CH:7]([CH2:8]1)[CH2:9]3)[CH2:10]2.[C:31](=[O:32])([O-:33])[O-:34].[CH3:37][O:38][CH2:39][CH2:40][O:41][CH3:42].[CH3:44][CH2:45][O:46][C:47](=[O:48])[CH3:49].[CH:20](=[O:21])[c:22]1[cH:23][cH:24][c:25]([B:28]([OH:29])[OH:30])[cH:26][cH:27]1.[K+:35].[K+:36].[OH2:43].[cH:50]1[cH:51][cH:52][c:53]([P:54]([Pd:55]([P:56]([c:57]2[cH:58][cH:59][cH:60][cH:61][cH:62]2)([c:63]2[cH:64][cH:65][cH:66][cH:67][cH:68]2)[c:69]2[cH:70][cH:71][cH:72][cH:73][cH:74]2)([P:75]([c:76]2[cH:77][cH:78][cH:79][cH:80][cH:81]2)([c:82]2[cH:83][cH:84][cH:85][cH:86][cH:87]2)[c:88]2[cH:89][cH:90][cH:91][cH:92][cH:93]2)[P:94]([c:95]2[cH:96][cH:97][cH:98][cH:99][cH:100]2)([c:101]2[cH:102][cH:103][cH:104][cH:105][cH:106]2)[c:107]2[cH:108][cH:109][cH:110][cH:111][cH:112]2)([c:113]2[cH:114][cH:115][cH:116][cH:117][cH:118]2)[c:119]2[cH:120][cH:121][cH:122][cH:123][cH:124]2)[cH:125][cH:126]1>>[C:1]12([c:11]3[cH:12][c:13](-[c:25]4[cH:24][cH:23][c:22]([CH:20]=[O:21])[cH:27][cH:26]4)[cH:14][cH:15][c:16]3[O:17][CH3:18])[CH2:2][CH:3]3[CH2:4][CH:5]([CH2:6][CH:7]([CH2:8]1)[CH2:9]3)[CH2:10]2. Starting materials: OC(CCC1SCC(N1CCCCCCC(=O)O)=O)CCCCC (7-[2-(3-hydroxyoctyl)-4-oxo-3-thiazolidinyl]heptanoic acid), OC(/C=C/C1SCC(N1CCCCCCC(=O)O)=O)CCCCC (7-[2-(3-hydroxy-1-trans-octenyl)-4-oxo-3-thiazolidinyl]-heptanoic acid). Yields the product OC(/C=C/C1S(CC(N1CCCCCCC(=O)O)=O)=O)CCCCC (7-[2-(3-Hydroxy-1-trans-octenyl)-1,4-dioxo3-thiazolidinyl]heptanoic Acid). As a reaction SMILES: [OH:1][CH:2]([CH2:20][CH2:21][CH2:22][CH2:23][CH3:24])[CH2:3][CH2:4][CH:5]1[N:9]([CH2:10][CH2:11][CH2:12][CH2:13][CH2:14][CH2:15][C:16]([OH:18])=[O:17])[C:8](=[O:19])[CH2:7][S:6]1.[OH:25]C(CCCCC)/C=C/C1N(CCCCCCC(O)=O)C(=O)CS1>>[OH:1][CH:2]([CH2:20][CH2:21][CH2:22][CH2:23][CH3:24])/[CH:3]=[CH:4]/[CH:5]1[N:9]([CH2:10][CH2:11][CH2:12][CH2:13][CH2:14][CH2:15][C:16]([OH:18])=[O:17])[C:8](=[O:19])[CH2:7][S:6]1=[O:25]. Reported procedure: This compound is prepared essentially by the method as described in Example 2 except that the 7-[2-(3-hydroxyoctyl)-4-oxo-3-thiazolidinyl]heptanoic acid is replaced by 7-[2-(3-hydroxy-1-trans-octenyl)-4-oxo-3-thiazolidinyl]-heptanoic acid. This method affords the title compound as a viscous, essentially colorless oil after purification by column chromatography on silica gel. Starting materials: Cc1ccn(-c2ccc(C(=O)O)cc2)n1, CN(C)C=O, O=C(Cl)C(=O)Cl, ClCCl. Yields the product Cc1ccn(-c2ccc(C(=O)Cl)cc2)n1. Reaction SMILES: [CH3:1][c:2]1[n:3][n:4](-[c:7]2[cH:8][cH:9][c:10]([C:11](=[O:12])[OH:13])[cH:14][cH:15]2)[cH:5][cH:6]1.[CH3:22][N:23]([CH3:24])[CH:25]=[O:26].[Cl:16][C:17]([C:18]([Cl:19])=[O:20])=[O:21].[Cl:27][CH2:28][Cl:29]>>[CH3:1][c:2]1[n:3][n:4](-[c:7]2[cH:8][cH:9][c:10]([C:11](=[O:12])[Cl:16])[cH:14][cH:15]2)[cH:5][cH:6]1. Starting materials: NC(=O)N (urea), NC=1C=CC(=NC1)N1CC=2C(CC1)=C(NN2)C(=O)N (6-(5-aminopyridin-2-yl)-4,5,6,7-tetrahydro-2H-pyrazolo[3,4-c]pyridine-3-carboxamide), FC1=C(C=C(C=C1)C(F)(F)F)N=C=O (2-fluoro-5-(trifluoromethyl)phenyl isocyanate). Product: FC1=C(C=C(C=C1)C(F)(F)F)NC(NC=1C=CC(=NC1)N1CC=2C(CC1)=C(NN2)C(=O)N)=O (6-{5-[3-(2fluoro-5-trifluoromethylphenyl)-ureido]pyridin-2-yl}-4,5,6,7-tetrahydro-2H-pyrazolo[3,4-c]pyridine-3-carboxamide). Reaction SMILES: NC(N)=O.[NH2:5][C:6]1[CH:7]=[CH:8][C:9]([N:12]2[CH2:17][CH2:16][C:15]3=[C:18]([C:21]([NH2:23])=[O:22])[NH:19][N:20]=[C:14]3[CH2:13]2)=[N:10][CH:11]=1.[F:24][C:25]1[CH:30]=[CH:29][C:28]([C:31]([F:34])([F:33])[F:32])=[CH:27][C:26]=1[N:35]=[C:36]=[O:37]>>[F:24][C:25]1[CH:30]=[CH:29][C:28]([C:31]([F:34])([F:33])[F:32])=[CH:27][C:26]=1[NH:35][C:36](=[O:37])[NH:5][C:6]1[CH:7]=[CH:8][C:9]([N:12]2[CH2:17][CH2:16][C:15]3=[C:18]([C:21]([NH2:23])=[O:22])[NH:19][N:20]=[C:14]3[CH2:13]2)=[N:10][CH:11]=1. Reported procedure: The urea function is introduced onto the 6-(5-aminopyridin-2-yl)-4,5,6,7-tetrahydro-2H-pyrazolo[3,4-c]pyridine-3-carboxamide according to the method described in Example 1, using 2-fluoro-5-(trifluoromethyl)phenyl isocyanate, and results in the obtaining of 6-{5-[3-(2fluoro-5-trifluoromethylphenyl)-ureido]pyridin-2-yl}-4,5,6,7-tetrahydro-2H-pyrazolo[3,4-c]pyridine-3-carboxamide. Reactants: CC1=CC=C(C=C1)C1=C(N=NS1)SCCC(=O)OCC (3-[[5-(4-methylphenyl)-1,2,3-thiadiazol-4-yl]thio]propanoic acid, ethyl ester), [O-]CC.[K+] (potassium ethoxide). Solvent: C(C)O (ethanol), C(C)O (ethanol). Run at time 1.5 hour. Product: CC1=CC=C(C=C1)C1=C(N=NS1)S (5-(4-methylphenyl)-1,2,3-thiadiazole-4-thiol). Isolated yield 123.4%. As a reaction SMILES: [CH3:1][C:2]1[CH:7]=[CH:6][C:5]([C:8]2[S:12][N:11]=[N:10][C:9]=2[S:13]CCC(OCC)=O)=[CH:4][CH:3]=1.[O-]CC.[K+]>C(O)C>[CH3:1][C:2]1[CH:3]=[CH:4][C:5]([C:8]2[S:12][N:11]=[N:10][C:9]=2[SH:13])=[CH:6][CH:7]=1 |f:1.2|. Procedure: A suspension of 13.8 g of 3-[[5-(4-methylphenyl)-1,2,3-thiadiazol-4-yl]thio]propanoic acid, ethyl ester in 250 ml of dry ethanol was treated with 200 ml of 1M potassium ethoxide in ethanol. After standing 1.5 hours, the solvent was removed in vacuo to about 100 ml and 400 ml of anhydrous ether was added. The solid was collected, washed with ether, dissolved in methanol and filtered. The filtrate was concentrated to a small volume and then diluted with 400 ml of anhydrous ether. The solid was col...